From a dataset of the Open Reaction Database (ORD), a public repository of structured organic reaction records. describe an organic reaction: reactants, conditions, products, and yield Reactants: ClC=1C=C(C=CC1Cl)S(=O)(=O)CC(CCC(=O)OC)C(N(CCC1=CC=CC=C1)CCCCC)=O (methyl 5-(3,4-dichlorophenylsulfonyl)-4-(N-pentyl-N-phenethylcarbamoyl)pentanoate), [OH-].[Na+] (sodium hydroxide). Run in C(C)O (ethanol). Run at time 16 hour. The product is ClC=1C=C(C=CC1Cl)S(=O)(=O)CC(CCC(=O)O)C(N(CCC1=CC=CC=C1)CCCCC)=O (5-(3,4-dichlorophenylsulfonyl)-4-(N-pentyl-N-phenethylcarbamoyl)pentanoic acid). Isolated yield 81.0%. RXN SMILES: [Cl:1][C:2]1[CH:3]=[C:4]([S:9]([CH2:12][CH:13]([C:20](=[O:35])[N:21]([CH2:30][CH2:31][CH2:32][CH2:33][CH3:34])[CH2:22][CH2:23][C:24]2[CH:29]=[CH:28][CH:27]=[CH:26][CH:25]=2)[CH2:14][CH2:15][C:16]([O:18]C)=[O:17])(=[O:11])=[O:10])[CH:5]=[CH:6][C:7]=1[Cl:8].[OH-].[Na+]>C(O)C>[Cl:1][C:2]1[CH:3]=[C:4]([S:9]([CH2:12][CH:13]([C:20](=[O:35])[N:21]([CH2:30][CH2:31][CH2:32][CH2:33][CH3:34])[CH2:22][CH2:23][C:24]2[CH:25]=[CH:26][CH:27]=[CH:28][CH:29]=2)[CH2:14][CH2:15][C:16]([OH:18])=[O:17])(=[O:10])=[O:11])[CH:5]=[CH:6][C:7]=1[Cl:8] |f:1.2|. Procedure: To a solution of methyl 5-(3,4-dichlorophenylsulfonyl)-4-(N-pentyl-N-phenethylcarbamoyl)pentanoate (57 mg) in ethanol (1 ml) was added a 1N sodium hydroxide solution (0.12 ml). After stirring at room temperature for 16 hours, the reaction mixture was concentrated in vacuo, acidified with a dilute hydrochloric acid, and extracted with chloroform. The organic layer was washed with water, dried over MgSO4, and evaporated at reduced pressure. The residue was purified by preparative thin-layer chroma... Reactants: ClC1=CC=C(S1)C(=O)O (5-chloro-thiophene-2-carboxylic acid), C1(CC1)N1CCC(CC1)NS(=O)(=O)CCN (2-amino-ethanesulfonic acid (1-cyclopropyl-piperidin-4-yl)-amide). The product is C1(CC1)N1CCC(CC1)NS(=O)(=O)CCNC(=O)C=1SC(=CC1)Cl (5-chloro-thiophene-2-carboxylic acid [2-(1-cyclopropyl-piperidin-4-ylsulfamoyl)-ethyl]-amide). RXN SMILES: [Cl:1][C:2]1[S:6][C:5]([C:7]([OH:9])=O)=[CH:4][CH:3]=1.[CH:10]1([N:13]2[CH2:18][CH2:17][CH:16]([NH:19][S:20]([CH2:23][CH2:24][NH2:25])(=[O:22])=[O:21])[CH2:15][CH2:14]2)[CH2:12][CH2:11]1>>[CH:10]1([N:13]2[CH2:14][CH2:15][CH:16]([NH:19][S:20]([CH2:23][CH2:24][NH:25][C:7]([C:5]3[S:6][C:2]([Cl:1])=[CH:3][CH:4]=3)=[O:9])(=[O:21])=[O:22])[CH2:17][CH2:18]2)[CH2:11][CH2:12]1. Reported procedure: 5-Chloro-thiophene-2-carboxylic acid [2-(1-cyclopropyl-piperidin-4-ylsulfamoyl)-ethyl]-amide was prepared by an analogous procedure as described in example 1 iii) starting from 339 mg (2 equiv.) 5-chloro-thiophene-2-carboxylic acid and 258 mg (1.04 mmol) 2-amino-ethanesulfonic acid (1-cyclopropyl-piperidin-4-yl)-amide. Final purification by preparative RP-HPLC (CH3CN/H2O gradient+0.1% TFA) gave pure 5-chloro-thiophene-2-carboxylic acid [2-(1-cyclopropyl-piperidin-4-ylsulfamoyl)-ethyl]-amide. The...